From a dataset of the Open Reaction Database (ORD), a public repository of structured organic reaction records. describe an organic reaction: reactants, conditions, products, and yield Starting materials: C(C1=CC=CC=C1)OC(NCCCCC1=CC=C(C=C1)CCCCNC[C@H](O)C1=CC(=C(C=C1)OCC1=CC=CC=C1)NC=O)=O ([4-(4-{4-[2-(4-Benzyloxy-3-formylaminophenyl)-2-(R)-hydroxyethylamino]-butyl}phenyl)butyl]carbamic acid benzyl ester), CO (methanol). The reagents and catalysts are C(C)(=O)O (acetic acid), [OH-].[OH-].[Pd+2] (palladium dihydroxide). Solvent: ClCCl (dichloromethane). Reaction conditions: time 16 hour. The product is amine diacetic acid, C(C)(=O)O.C(C)(=O)O.NCCCCC1=CC=C(C=C1)CCCCNC[C@H](O)C=1C=CC(=C(C1)NC=O)O (N-[5-(2-{4-[4-(4-Aminobutyl)phenyl]butylamino}-1-(R)-hydroxyethyl)-2-hydroxyphenyl]formamide diacetic acid salt). Yield: 99.0%. As a reaction SMILES: C(OC(=O)[NH:10][CH2:11][CH2:12][CH2:13][CH2:14][C:15]1[CH:20]=[CH:19][C:18]([CH2:21][CH2:22][CH2:23][CH2:24][NH:25][CH2:26][C@@H:27]([C:29]2[CH:34]=[CH:33][C:32]([O:35][CH2:36][C:37]3C=CC=CC=3)=[C:31]([NH:43][CH:44]=[O:45])[CH:30]=2)[OH:28])=[CH:17][CH:16]=1)C1C=CC=CC=1.C[OH:48]>C(O)(=O)C.[OH-].[OH-].[Pd+2].ClCCl>[C:36]([OH:48])(=[O:35])[CH3:37].[C:36]([OH:48])(=[O:35])[CH3:37].[NH2:10][CH2:11][CH2:12][CH2:13][CH2:14][C:15]1[CH:16]=[CH:17][C:18]([CH2:21][CH2:22][CH2:23][CH2:24][NH:25][CH2:26][C@@H:27]([C:29]2[CH:34]=[CH:33][C:32]([OH:35])=[C:31]([NH:43][CH:44]=[O:45])[CH:30]=2)[OH:28])=[CH:19][CH:20]=1 |f:3.4.5,7.8.9|. Procedure: A mixture of [4-(4-{4-[2-(4-benzyloxy-3-formylaminophenyl)-2-(R)-hydroxyethylamino]butyl}phenyl)butyl]carbamic acid benzyl ester (8) (84 mg, 0.14 mmol), palladium dihydroxide (28 mg, 10% Pd(OH)2 on carbon, 50% wet), three drops of acetic acid, methanol (5 mL), and dichloromethane (5 mL) was stirred at rt for 16 h under atmospheric hydrogen pressure. The catalyst was filtered through a Celite pad and the filtrate was concentrated by rotary evaporation and further dried under high vacuum to give t... The reactants are COC(=O)C1C(N(C2=CC=C(C=C12)C1(OCCO1)CC)CC)=O (1-ethyl-5-(2-ethyl-[1,3]dioxolan-2-yl)-2-oxo-2,3-dihydro-1H-indole-3-carboxylic acid methyl ester), NC=1C=C(C(=O)NC2=CC=CC=C2)C=CC1 (3-amino-N-phenyl-benzamide). Product: C1(=CC=CC=C1)NC(=O)C=1C=C(C=CC1)NC(=O)C1C(N(C2=CC=C(C=C12)C(CC)=O)CC)=O (1-Ethyl-2-oxo-5-propionyl-2,3-dihydro-1H-indole-3-carboxylic acid (3-phenylcarbamoyl-phenyl)-amide). Reaction SMILES: CO[C:3]([CH:5]1[C:13]2[C:8](=[CH:9][CH:10]=[C:11]([C:14]3([CH2:19][CH3:20])[O:18]CCO3)[CH:12]=2)[N:7]([CH2:21][CH3:22])[C:6]1=[O:23])=[O:4].[NH2:24][C:25]1[CH:26]=[C:27]([CH:37]=[CH:38][CH:39]=1)[C:28]([NH:30][C:31]1[CH:36]=[CH:35][CH:34]=[CH:33][CH:32]=1)=[O:29]>>[C:31]1([NH:30][C:28]([C:27]2[CH:26]=[C:25]([NH:24][C:3]([CH:5]3[C:13]4[C:8](=[CH:9][CH:10]=[C:11]([C:14](=[O:18])[CH2:19][CH3:20])[CH:12]=4)[N:7]([CH2:21][CH3:22])[C:6]3=[O:23])=[O:4])[CH:39]=[CH:38][CH:37]=2)=[O:29])[CH:36]=[CH:35][CH:34]=[CH:33][CH:32]=1. Reported procedure: Prepared as in Example 1 from 1-ethyl-5-(2-ethyl-[1,3]dioxolan-2-yl)-2-oxo-2,3-dihydro-1H-indole-3-carboxylic acid methyl ester and 3-amino-N-phenyl-benzamide. Purified by flash-chromatography (chloroform/methanol, 20:1) followed by trituration in hexanes/ethyl acetate. mp 179-180° C. Reactants: COC(=O)[C@@H]1[C@@H](C(N1)=O)NC(=O)OCC1=CC=CC=C1 (cis-(±)-4-(methoxycarbonyl)-3-[((phenylmethoxy)carbonyl)amino]-2-azetidinone), S(=O)(=O)([O-])[O-].[Na+].[Na+] (sodium sulfate), [BH4-].[Na+] (sodium borohydride), C(Cl)Cl (Methylene chloride). Run in O1CCCC1 (tetrahydrofuran), O (water). Conditions: time 10 minute. Product: OC[C@@H]1[C@@H](C(N1)=O)NC(=O)OCC1=CC=CC=C1 (cis-(±)-4-(Hydroxy-methyl)-3-[((phenylmethoxy)carbonyl)amino]-2-azetidinone). The yield is 105.3%. RXN SMILES: [BH4-].[Na+].C[O:4][C:5]([C@H:7]1[NH:10][C:9](=[O:11])[C@H:8]1[NH:12][C:13]([O:15][CH2:16][C:17]1[CH:22]=[CH:21][CH:20]=[CH:19][CH:18]=1)=[O:14])=O.C(Cl)Cl.S([O-])([O-])(=O)=O.[Na+].[Na+]>O.O1CCCC1>[OH:4][CH2:5][C@H:7]1[NH:10][C:9](=[O:11])[C@H:8]1[NH:12][C:13]([O:15][CH2:16][C:17]1[CH:22]=[CH:21][CH:20]=[CH:19][CH:18]=1)=[O:14] |f:0.1,4.5.6|. Procedure details: A solution of 1.63 g of sodium borohydride in 25 ml of water is added dropwise to a well stirred solution of 3.0 g of cis-(±)-4-(methoxycarbonyl)-3-[((phenylmethoxy)carbonyl)amino]-2-azetidinone in 190 ml of tetrahydrofuran. The addition is made over a period of 10 minutes while stirring in an ice bath. The reaction is stirred for 3 hours. Methylene chloride (250 ml) is added followed by anhydrous sodium sulfate. A clear solution is obtained by filtration. The solvent is removed and the residue ... The reactants are C(C)(C)(C)OC(=O)N1CCC(CC1)C1=NC=C(C=C1)Br (5-Bromo-3′,4′,5′,6′-tetrahydro-2′H-[2,4′]bipyridinyl-1′-carboxylic acid tert-butyl ester), CC1=NC=CC(=C1)B(O)O (2-methylpyridine-4-boronic acid), C(=O)([O-])[O-].[Na+].[Na+] (Na2CO3). The reagents and catalysts are C1=CC=C(C=C1)P(C2=CC=CC=C2)C3=CC=CC=C3.C1=CC=C(C=C1)P(C2=CC=CC=C2)C3=CC=CC=C3.Cl[Pd]Cl (bis(triphenylphosphine)-palladium(II)chloride). Solvent: C(C)#N (acetonitrile), C(C)#N (acetonitrile). The product is C(C)(C)(C)OC(=O)N1CCC(CC1)C1=NC=C(C=C1)C1=CC(=NC=C1)C (2″-Methyl-3,4,5,6-tetrahydro-2H-[4,2′;5′,4″]terpyridine-1-carboxylic acid tert-butyl ester). Reaction SMILES: [C:1]([O:5][C:6]([N:8]1[CH2:13][CH2:12][CH:11]([C:14]2[CH:19]=[CH:18][C:17](Br)=[CH:16][N:15]=2)[CH2:10][CH2:9]1)=[O:7])([CH3:4])([CH3:3])[CH3:2].[CH3:21][C:22]1[CH:27]=[C:26](B(O)O)[CH:25]=[CH:24][N:23]=1.C([O-])([O-])=O.[Na+].[Na+]>C1C=CC(P(C2C=CC=CC=2)C2C=CC=CC=2)=CC=1.C1C=CC(P(C2C=CC=CC=2)C2C=CC=CC=2)=CC=1.Cl[Pd]Cl.C(#N)C>[C:1]([O:5][C:6]([N:8]1[CH2:13][CH2:12][CH:11]([C:14]2[CH:19]=[CH:18][C:17]([C:26]3[CH:25]=[CH:24][N:23]=[C:22]([CH3:21])[CH:27]=3)=[CH:16][N:15]=2)[CH2:10][CH2:9]1)=[O:7])([CH3:4])([CH3:3])[CH3:2] |f:2.3.4,5.6.7|. Procedure: 5-Bromo-3′,4′,5′,6′-tetrahydro-2′H-[2,4′]bipyridinyl-1′-carboxylic acid tert-butyl ester (0.6 g, 1.76 mmol), 2-methylpyridine-4-boronic acid (264 mg, 1.9 mmol), bis(triphenylphosphine)-palladium(II)chloride (0.06 g, 0.09 mmol), 1 M Na2CO3 (4 ml) and acetonitrile (4 ml) were mixed in a 5 ml microwave vial. Another (2 ml) and acetonitrile (2 ml) were added. The reaction mixture was heated for 1500 sec. at 85° C. Water layer was removed. The acetonitrile phase was added DCM (20 mL). The organic pha... Starting materials: ClC1=CC(=NC(=N1)N)N (6-chloro-2,4-diaminopyrimidine), ClC(=O)OCC (ethyl chloroformate). Solvent: CN(C=O)C (dimethylformamide), C(C)N(CC)CC (triethylamine). Reaction conditions: time 70 hour. Yields the product ClC1=CC(=NC(=N1)NC(=O)OCC)NC(=O)OCC (diethyl 6-chloro-2,4-pyrimidinedicarbamate). RXN SMILES: [Cl:1][C:2]1[N:7]=[C:6]([NH2:8])[N:5]=[C:4]([NH2:9])[CH:3]=1.Cl[C:11]([O:13][CH2:14][CH3:15])=[O:12]>CN(C)C=O.C(N(CC)CC)C>[Cl:1][C:2]1[N:7]=[C:6]([NH:8][C:11]([O:13][CH2:14][CH3:15])=[O:12])[N:5]=[C:4]([NH:9][C:11]([O:13][CH2:14][CH3:15])=[O:12])[CH:3]=1. Reported procedure: A solution of 7.25 g (50 mmol) of 6-chloro-2,4-diaminopyrimidine in 100 ml of dimethylformamide and 20 ml of triethylamine is cooled to 0° and treated dropwise with 10 ml of ethyl chloroformate. The mixture is stirred at room temperature for 70 hours, the precipitated material is filtered off under suction, the filtrate is evaporated and the residue is taken up in methylene chloride. The organic phase is washed with 1N hydrochloric acid, dried over magnesium sulphate and evaporated under vacuum....